Dataset: the Open Reaction Database (ORD), a public repository of structured organic reaction records. Task: describe an organic reaction: reactants, conditions, products, and yield Starting materials: [BH4-], C=CC(F)(F)C1(NC(=O)OCc2ccccc2)CCCN(C(=O)OC(C)(C)C)C1, O=C([O-])O, CO, ClC(Cl)Cl, [Cl-], [Na+], [Na+], [Na+], O=[O+][O-]. Product: CC(C)(C)OC(=O)N1CCCC(NC(=O)OCc2ccccc2)(C(F)(F)CO)C1. As a reaction SMILES: [BH4-:33].[C:1]([CH3:2])([CH3:3])([CH3:4])[O:5][C:6](=[O:7])[N:8]1[CH2:9][C:10]([C:14]([CH:15]=[CH2:16])([F:17])[F:18])([NH:19][C:20](=[O:21])[O:22][CH2:23][c:24]2[cH:25][cH:26][cH:27][cH:28][cH:29]2)[CH2:11][CH2:12][CH2:13]1.[C:35](=[O:36])([OH:37])[O-:38].[CH3:42][OH:43].[CH:44]([Cl:45])([Cl:46])[Cl:47].[Cl-:41].[Na+:34].[Na+:39].[Na+:40].[O-:30][O+:31]=[O:32]>>[C:1]([CH3:2])([CH3:3])([CH3:4])[O:5][C:6](=[O:7])[N:8]1[CH2:9][C:10]([C:14]([CH2:15][OH:30])([F:17])[F:18])([NH:19][C:20](=[O:21])[O:22][CH2:23][c:24]2[cH:25][cH:26][cH:27][cH:28][cH:29]2)[CH2:11][CH2:12][CH2:13]1. Reactants: [N+](=O)([O-])NC(=N)N (Nitroguanidine), C[O-].[Na+] (sodium methoxide), CC=1C=C(C=NC1C)CC(C(=O)OCC)C=O (Ethyl 3-(5,6-dimethyl-3-pyridyl)-2-formylpropionate). The solvent is CO (methanol). Yields the product CC=1C=C(C=NC1C)CC=1C(NC(=NC1)N[N+](=O)[O-])=O (5-(5,6-dimethyl-3-pyridylmethyl)-2-nitroamino-4-pyrimidone). As a reaction SMILES: [N+:1]([NH:4][C:5]([NH2:7])=[NH:6])([O-:3])=[O:2].C[O-].[Na+].[CH3:11][C:12]1[CH:13]=[C:14]([CH2:19][CH:20]([CH:26]=O)[C:21](OCC)=[O:22])[CH:15]=[N:16][C:17]=1[CH3:18]>CO>[CH3:11][C:12]1[CH:13]=[C:14]([CH2:19][C:20]2[C:21](=[O:22])[NH:6][C:5]([NH:4][N+:1]([O-:3])=[O:2])=[N:7][CH:26]=2)[CH:15]=[N:16][C:17]=1[CH3:18] |f:1.2|. Procedure details: Nitroguanidine (6.05 g) was added to a solution of sodium methoxide (prepared from 1.45 g sodium) in dry methanol (65 ml) and the mixture was heated under reflux for 0.75 hours. Ethyl 3-(5,6-dimethyl-3-pyridyl)-2-formylpropionate (14.3 g) was added and the mixture was heated under reflux for 40 hours and evaporated to dryness. Water (40 ml) was added to the residue and the mixture was extracted with chloroform. The aqueous phase was adjusted to pH 6 with hydrochloric acid and the solid which sep... Starting materials: CC#N, O=C(NCc1ccc(Cl)c(CO)c1)C1CC1, O=[Mn]=O. Yields the product O=Cc1cc(CNC(=O)C2CC2)ccc1Cl. RXN SMILES: [CH3:17][C:18]#[N:19].[Cl:1][c:2]1[c:3]([CH2:15][OH:16])[cH:4][c:5]([CH2:6][NH:7][C:8](=[O:9])[CH:10]2[CH2:11][CH2:12]2)[cH:13][cH:14]1.[O:20]=[Mn:21]=[O:22]>>[Cl:1][c:2]1[c:3]([CH:15]=[O:16])[cH:4][c:5]([CH2:6][NH:7][C:8](=[O:9])[CH:10]2[CH2:11][CH2:12]2)[cH:13][cH:14]1. Starting materials: C=1C=CC2=C(C1)N=NN2O (HOBt), CCN=C=NCCCN(C)C.Cl (EDCI hydrochloride), CN1C(N(C(C=2C1=CSC2C)=O)C)=O (1,3,5-trimethylthieno[3,4-d]pyrimidine-2,4(1H,3H)-dione), BrC1=CC=C(C=C1)C1=NC(=NC=C1)N (4-(4-bromophenyl)pyrimidin-2-amine). The reagents and catalysts are CN(C)C=1C=CN=CC1 (DMAP). Solvent: ClCCCl (1,2 dichloroethane). Product: BrC1=CC=C(C=C1)C1=NC(=NC=C1)NC(CC1=CSC=2N(C(N(C(C21)=O)C)=O)C)=O (N-[4-(4-Bromophenyl)pyrimidin-2-yl]-2-(1,3-dimethyl-2,4-dioxo-1,2,3,4-tetrahydrothieno[2,3-d]pyrimidin-5-yl)acetamide), product. As a reaction SMILES: [CH3:1][N:2]1[C:7]2=[CH:8][S:9][C:10](C)=[C:6]2[C:5](=[O:12])[N:4]([CH3:13])[C:3]1=[O:14].[Br:15][C:16]1[CH:21]=[CH:20][C:19]([C:22]2[CH:27]=[CH:26][N:25]=[C:24]([NH2:28])[N:23]=2)=[CH:18][CH:17]=1.CCN=C=NC[CH2:35][CH2:36]N(C)C.Cl.C1C=CC2N([OH:50])N=NC=2C=1>CN(C1C=CN=CC=1)C.ClCCCl>[Br:15][C:16]1[CH:17]=[CH:18][C:19]([C:22]2[CH:27]=[CH:26][N:25]=[C:24]([NH:28][C:35](=[O:50])[CH2:36][C:7]3[C:6]4[C:5](=[O:12])[N:4]([CH3:13])[C:3](=[O:14])[N:2]([CH3:1])[C:10]=4[S:9][CH:8]=3)[N:23]=2)=[CH:20][CH:21]=1 |f:2.3|. Procedure details: The title compound was prepared according to the general procedure (Method A) by coupling Intermediate 1 (100 mg, 0.393 mmol) with 4-(4-bromophenyl)pyrimidin-2-amine (98 mg, 0.393 mmol) in the presence of EDCI hydrochloride (90 mg, 0.472 mmol), HOBt (16 mg, 0.118 mmol) and DMAP (5 mg, 0.039 mmol) in 1,2 dichloroethane (4 ml) to give 28 mg of the product as an off-white solid; 1H NMR (300 MHz, CF3CO2D) δ 3.57 (s, 3H), 3.77 (s, 3H), 4.45 (s, 2H), 7.18 (s, 1H), 7.80-7.86 (m, 2H), 8.06-8.18 (m, 3H),... Starting materials: C(CCC)[Li] (n-Butyllithium), CSC(SC)SC (tri(methylthio)methane), [Si](C)(C)(C(C)(C)C)N1C(C[C@H]1CI)=O ((4S)-1-(tert-butyldimethylsilyl)-4-iodomethylazetidin-2-one). The solvent is C1CCOC1 (THF), C1CCOC1 (THF). Conditions: temperature -78 celsius, time 30 minute. Product: [Si](C)(C)(C(C)(C)C)N1C(C[C@H]1CC(SC)(SC)SC)=O ((4S)-1-(t-butyldimethylsilyl)-4-(2,2,2-tri(methylthio)ethyl)azetidin-2-one). Yield: 81.9%. Reaction SMILES: C([Li])CCC.[CH3:6][S:7][CH:8]([S:11][CH3:12])[S:9][CH3:10].[Si:13]([N:20]1[C@H:23]([CH2:24]I)[CH2:22][C:21]1=[O:26])([C:16]([CH3:19])([CH3:18])[CH3:17])([CH3:15])[CH3:14]>C1COCC1>[Si:13]([N:20]1[C@H:23]([CH2:24][C:8]([S:11][CH3:12])([S:9][CH3:10])[S:7][CH3:6])[CH2:22][C:21]1=[O:26])([C:16]([CH3:19])([CH3:18])[CH3:17])([CH3:15])[CH3:14]. Procedure details: n-Butyllithium (19.4 ml of 2.5M hexane solution, 48.5 mmol) is added slowly by syringe to a solution of tri(methylthio)methane (7.47 g, 48.5 mmol) in 150 ml of freshly distilled THF at -78° C. The resulting solution is stirred at -78° C. for 30 min. prior to the addition of a solution of (4S)-1-(tert-butyldimethylsilyl)-4-iodomethylazetidin-2-one (15.0 g, 46.15 mmol) in 50 ml of THF. This solution is stirred at -78° C. for 30 min., then quenched by addition of saturated aqueous ammonium chloride... As a reaction SMILES: [BH4-:1].[CH3:24][OH:25].[NH2:3][CH:4]([CH2:5][C:6](=[O:7])[O:8][CH3:9])[c:10]1[cH:11][c:12]([O:18][CH:19]2[CH2:20][CH2:21][CH2:22][CH2:23]2)[c:13]([O:16][CH3:17])[cH:14][cH:15]1.[Na+:2]>>[NH2:3][CH:4]([CH2:5][CH2:6][OH:7])[c:10]1[cH:11][c:12]([O:18][CH:19]2[CH2:20][CH2:21][CH2:22][CH2:23]2)[c:13]([O:16][CH3:17])[cH:14][cH:15]1. Product: COc1ccc(C(N)CCO)cc1OC1CCCC1. Starting materials: [BH4-], CO, COC(=O)CC(N)c1ccc(OC)c(OC2CCCC2)c1, [Na+].